Task: describe an organic reaction: reactants, conditions, products, and yield. Dataset: the Open Reaction Database (ORD), a public repository of structured organic reaction records The reactants are CC1=CN(C2=CC=CC(=C12)B1OC(C(O1)(C)C)(C)C)S(=O)(=O)C1=CC=C(C)C=C1 (3-methyl-4-(4,4,5,5-tetramethyl-1,3,2-dioxaborolan-2-yl)-1-tosyl-1H-indole), C(C1=CC=CC=C1)N1CC2=C(N=C(N=C2OC)Cl)CC1 (6-benzyl-2-chloro-4-methoxy-5,6,7,8-tetrahydropyrido[4,3-d]pyrimidine), C(=O)([O-])[O-].[Na+].[Na+] (Na2CO3). Reagents/catalysts: C=1C=CC(=CC1)[P](C=2C=CC=CC2)(C=3C=CC=CC3)[Pd]([P](C=4C=CC=CC4)(C=5C=CC=CC5)C=6C=CC=CC6)([P](C=7C=CC=CC7)(C=8C=CC=CC8)C=9C=CC=CC9)[P](C=1C=CC=CC1)(C=1C=CC=CC1)C=1C=CC=CC1 (Pd(Ph3P)4). Solvent: CCOCC (Et2O), O (water), COCCOC (DME). Run at temperature 140 celsius. Product: C(C1=CC=CC=C1)N1CC2=C(N=C(N=C2OC)C2=C3C(=CN(C3=CC=C2)S(=O)(=O)C2=CC=C(C)C=C2)C)CC1 (6-benzyl-4-methoxy-2-(3-methyl-1-tosyl-1H-indol-4-yl)-5,6,7,8-tetrahydropyrido[4,3-d]pyrimidine). RXN SMILES: [CH2:1]([N:8]1[CH2:20][CH2:19][C:11]2[N:12]=[C:13](Cl)[N:14]=[C:15]([O:16][CH3:17])[C:10]=2[CH2:9]1)[C:2]1[CH:7]=[CH:6][CH:5]=[CH:4][CH:3]=1.[CH3:21][C:22]1[C:30]2[C:25](=[CH:26][CH:27]=[CH:28][C:29]=2B2OC(C)(C)C(C)(C)O2)[N:24]([S:40]([C:43]2[CH:49]=[CH:48][C:46]([CH3:47])=[CH:45][CH:44]=2)(=[O:42])=[O:41])[CH:23]=1.C([O-])([O-])=O.[Na+].[Na+]>COCCOC.CCOCC.O.C1C=CC([P]([Pd]([P](C2C=CC=CC=2)(C2C=CC=CC=2)C2C=CC=CC=2)([P](C2C=CC=CC=2)(C2C=CC=CC=2)C2C=CC=CC=2)[P](C2C=CC=CC=2)(C2C=CC=CC=2)C2C=CC=CC=2)(C2C=CC=CC=2)C2C=CC=CC=2)=CC=1>[CH2:1]([N:8]1[CH2:20][CH2:19][C:11]2[N:12]=[C:13]([C:29]3[CH:28]=[CH:27][CH:26]=[C:25]4[C:30]=3[C:22]([CH3:21])=[CH:23][N:24]4[S:40]([C:43]3[CH:49]=[CH:48][C:46]([CH3:47])=[CH:45][CH:44]=3)(=[O:42])=[O:41])[N:14]=[C:15]([O:16][CH3:17])[C:10]=2[CH2:9]1)[C:2]1[CH:7]=[CH:6][CH:5]=[CH:4][CH:3]=1 |f:2.3.4,^1:71,73,92,111|. Procedure: To a solution of 6-benzyl-2-chloro-4-methoxy-5,6,7,8-tetrahydropyrido[4,3-d]pyrimidine (1.0 g, 3.45 mmol) in DME (10.0 mL) in a 20 mL microwave reaction vial was added 3-methyl-4-(4,4,5,5-tetramethyl-1,3,2-dioxaborolan-2-yl)-1-tosyl-1H-indole (1.57 g, 3.80 mmol). Then 2 M aqueous Na2CO3 (5.6 mL, 11.22 mmol) was added. The reaction mixture was degassed via a series of 3 argon/vacuum cycles and then placed under an atmosphere of argon. Then Pd(Ph3P)4 (0.399 g, 0.345 mmol) was added and the vial wa... Reactants: C(C)(=O)NC=1N=C(C2=C(N1)N=CC(=C2)CCC2=CC=C(C(=O)N[C@@H](CCC(=O)OCC)C(=O)OCC)C=C2)O (diethyl N-(4-[2-(2-acetamido-4-hydroxypyrido[2,3-d]pyrimidin-6-yl)ethyl]benzoyl)-L-glutamate), [OH-].[Na+] (sodium hydroxide), C(C)(=O)O (acetic acid). Solvent: CO (methanol). Yields the product NC=1N=C(C2=C(N1)N=CC(=C2)CCC2=CC=C(C(=O)N[C@@H](CCC(=O)O)C(=O)O)C=C2)O (N-(4-[2-(2-amino-4-hydroxypyrido[2,3-d]pyrimidin-6-yl)ethyl]benzoyl)-L-glutamic acid). Yield: 86.0%. RXN SMILES: C([NH:4][C:5]1[N:6]=[C:7]([OH:39])[C:8]2[CH:14]=[C:13]([CH2:15][CH2:16][C:17]3[CH:38]=[CH:37][C:20]([C:21]([NH:23][C@H:24]([C:32]([O:34]CC)=[O:33])[CH2:25][CH2:26][C:27]([O:29]CC)=[O:28])=[O:22])=[CH:19][CH:18]=3)[CH:12]=[N:11][C:9]=2[N:10]=1)(=O)C.[OH-].[Na+].C(O)(=O)C>CO>[NH2:4][C:5]1[N:6]=[C:7]([OH:39])[C:8]2[CH:14]=[C:13]([CH2:15][CH2:16][C:17]3[CH:18]=[CH:19][C:20]([C:21]([NH:23][C@H:24]([C:32]([OH:34])=[O:33])[CH2:25][CH2:26][C:27]([OH:29])=[O:28])=[O:22])=[CH:37][CH:38]=3)[CH:12]=[N:11][C:9]=2[N:10]=1 |f:1.2|. Procedure: A homogeneous solution of 0.175 of diethyl N-(4-[2-(2-acetamido-4-hydroxypyrido[2,3-d]pyrimidin-6-yl)ethyl]benzoyl)-L-glutamate in 50 mL of methanol containing 3 mL of 1N aqueous sodium hydroxide was stirred at room temperature for 72 hours. Addition of 2 mL of acetic acid followed by centrifugation gave 0.125 g (86%) of the title compound, which can be alternatively named as 5,10-dideazafolic acid, as a microcrystalline colorless solid, mp >200° C.; NMR (TFA-d1) delta 2.3-2.7 (m, 2H), 2.7-3.0 (...